Dataset: the Open Reaction Database (ORD), a public repository of structured organic reaction records. Task: describe an organic reaction: reactants, conditions, products, and yield Reactants: C(#C)C1=CC=C(C=C1)N1C=CC2=CC(=CC=C12)C#CCCCN(CCO)C (2-({5-[1-(4-Ethynyl-phenyl)-1H-indol-5-yl]-pent-4-ynyl}-methyl-amino)-ethanol). Procedure details: In analogy to example 10.8 (PtO2 was used instead of Pd/C), 2-({5-[1-(4-Ethynyl-phenyl)-1H-indol-5-yl]-pent-4-ynyl}-methyl-amino)-ethanol was converted to yield 2-({5-[1-(4-Ethyl-phenyl)-1H-indol-5-yl]-pentyl}-methyl-amino)-ethanol as colorless oil, MS: 365 (MH+). RXN SMILES: [C:1]([C:3]1[CH:8]=[CH:7][C:6]([N:9]2[C:17]3[C:12](=[CH:13][C:14]([C:18]#[C:19][CH2:20][CH2:21][CH2:22][N:23]([CH3:27])[CH2:24][CH2:25][OH:26])=[CH:15][CH:16]=3)[CH:11]=[CH:10]2)=[CH:5][CH:4]=1)#[CH:2]>O=[Pt]=O>[CH2:1]([C:3]1[CH:8]=[CH:7][C:6]([N:9]2[C:17]3[C:12](=[CH:13][C:14]([CH2:18][CH2:19][CH2:20][CH2:21][CH2:22][N:23]([CH3:27])[CH2:24][CH2:25][OH:26])=[CH:15][CH:16]=3)[CH:11]=[CH:10]2)=[CH:5][CH:4]=1)[CH3:2]. Product: C(C)C1=CC=C(C=C1)N1C=CC2=CC(=CC=C12)CCCCCN(CCO)C (2-({5-[1-(4-Ethyl-phenyl)-1H-indol-5-yl]-pentyl}-methyl-amino)-ethanol). Reagents/catalysts: O=[Pt]=O (PtO2). Starting materials: O1COCC(C1)=O (1,3-dioxan-5-one), C(C)C1(OCC(CO1)=O)CC (2,2-diethyl-1,3-dioxan-5-one), O1CC(COC12CCCCC2)=O (1,5-dioxaspiro[5,5]undecan-3-one). Product: CC1(OCC(CO1)=O)C (2,2-dimethyl-1,3-dioxan-5-one). Reaction SMILES: O1CC(=O)COC1.[CH2:8]([C:10]1([CH2:17]C)[O:15][CH2:14][C:13](=[O:16])[CH2:12][O:11]1)C.O1C2(CCCCC2)OCC(=O)C1>>[CH3:8][C:10]1([CH3:17])[O:15][CH2:14][C:13](=[O:16])[CH2:12][O:11]1. Procedure details: IR (NEAT): significative bands at 3360, 1440, 1380 cm-1By working in a similar way but using 1,3-dioxan-5-one, 2,2-diethyl-1,3-dioxan-5-one and 1,5-dioxaspiro[5,5]undecan-3-one, in place of 2,2-dimethyl-1,3-dioxan-5-one, the following compounds were respectively obtained: 1.3-dioxan-5-one oxime, 2-diethyl-1.3-dioxan-5-one oxime and 1.5-dioxaspiro[5.51]undecan-3-one oxime.